Task: describe an organic reaction: reactants, conditions, products, and yield. Dataset: the Open Reaction Database (ORD), a public repository of structured organic reaction records The solvent is C(Cl)Cl (methylene chloride). The product is C(C)C1CN(C2=C(O1)C=C(C=C2)C=2C=NC(=NC2)N2CC(CC2)CC(=O)O)C(NC2=CC=CC=C2)=O (2-(1-(5-(2-ethyl-4-(phenylcarbamoyl)-3,4-dihydro-2H-benzo[b][1,4]oxazin-7-yl)pyrimidin-2-yl)pyrrolidin-3-yl)acetic acid). Yield: 42.0%. Reactants: FC(C(=O)O)(F)F (Trifluoroacetic acid), C(C)[SiH](CC)CC (triethylsilane), C(C)C1CN(C2=C(O1)C=C(C=C2)C=2C=NC(=NC2)N2CC(CC2)CC(=O)OCCCC)C(NC2=CC=CC=C2)=O (butyl 2-(1-(5-(2-ethyl-4-(phenylcarbamoyl)-3,4-dihydro-2H-benzo[b][1,4]oxazin-7-yl)pyrimidin-2-yl)pyrrolidin-3-yl)acetate). Procedure: Trifluoroacetic acid (0.109 mL, 1.43 mmol) and triethylsilane (44 μL, 0.28 mmol) were successively added at room temperature to a solution of crude ted-butyl 2-(1-(5-(2-ethyl-4-(phenylcarbamoyl)-3,4-dihydro-2H-benzo[b][1,4]oxazin-7-yl)pyrimidin-2-yl)pyrrolidin-3-yl)acetate B-8 (59.0 mg, 0.11 mmol) in anhydrous methylene chloride (0.25 mL) under an atmosphere of argon. The reaction mixture was stirred at room temperature for 12 h, then concentrated to dryness under reduced pressure. The crude res... RXN SMILES: FC(F)(F)C(O)=O.C([SiH](CC)CC)C.[CH2:15]([CH:17]1[O:22][C:21]2[CH:23]=[C:24]([C:27]3[CH:28]=[N:29][C:30]([N:33]4[CH2:37][CH2:36][CH:35]([CH2:38][C:39]([O:41]CCCC)=[O:40])[CH2:34]4)=[N:31][CH:32]=3)[CH:25]=[CH:26][C:20]=2[N:19]([C:46](=[O:54])[NH:47][C:48]2[CH:53]=[CH:52][CH:51]=[CH:50][CH:49]=2)[CH2:18]1)[CH3:16]>C(Cl)Cl>[CH2:15]([CH:17]1[O:22][C:21]2[CH:23]=[C:24]([C:27]3[CH:28]=[N:29][C:30]([N:33]4[CH2:37][CH2:36][CH:35]([CH2:38][C:39]([OH:41])=[O:40])[CH2:34]4)=[N:31][CH:32]=3)[CH:25]=[CH:26][C:20]=2[N:19]([C:46](=[O:54])[NH:47][C:48]2[CH:53]=[CH:52][CH:51]=[CH:50][CH:49]=2)[CH2:18]1)[CH3:16]. Run at time 12 hour. The reactants are C#C[Si](C)(C)C, CO, O=C(NOCC(O)CO)c1ccncc1Nc1ccc(I)cc1Cl, [Cu]I, CN(C)C=O, Cl[Pd]Cl, c1ccc(P(c2ccccc2)c2ccccc2)cc1, c1ccc(P(c2ccccc2)c2ccccc2)cc1. Product: C#Cc1ccc(Nc2cnccc2C(=O)NOCC(O)CO)c(Cl)c1. Reaction SMILES: [CH3:30][Si:31]([CH3:32])([CH3:33])[C:34]#[CH:35].[CH3:36][OH:37].[Cl:1][c:2]1[c:3]([NH:9][c:10]2[c:11]([C:12](=[O:13])[NH:14][O:15][CH2:16][CH:17]([CH2:18][OH:19])[OH:20])[cH:21][cH:22][n:23][cH:24]2)[cH:4][cH:5][c:6]([I:8])[cH:7]1.[Cu:79][I:80].[O:25]=[CH:26][N:27]([CH3:28])[CH3:29].[Pd:38]([Cl:39])[Cl:40].[c:41]1([P:42]([c:43]2[cH:44][cH:45][cH:46][cH:47][cH:48]2)[c:49]2[cH:50][cH:51][cH:52][cH:53][cH:54]2)[cH:55][cH:56][cH:57][cH:58][cH:59]1.[c:60]1([P:61]([c:62]2[cH:63][cH:64][cH:65][cH:66][cH:67]2)[c:68]2[cH:69][cH:70][cH:71][cH:72][cH:73]2)[cH:74][cH:75][cH:76][cH:77][cH:78]1>>[Cl:1][c:2]1[c:3]([NH:9][c:10]2[c:11]([C:12](=[O:13])[NH:14][O:15][CH2:16][CH:17]([CH2:18][OH:19])[OH:20])[cH:21][cH:22][n:23][cH:24]2)[cH:4][cH:5][c:6]([C:34]#[CH:35])[cH:7]1. Starting materials: OC1=CC=C(C=C1)CCCN1C=NC=C1 (1-[3-(4-hydroxyphenyl)propyl]imidazole), ClCC=1N=C(SC1)C=1SC=CC1 (4-chloromethyl-2-(2-thienyl)thiazole). The product is N1(C=NC=C1)CCCC1=CC=C(OCC=2N=C(SC2)C=2SC=CC2)C=C1 (4-[4-[3-(1-imidazolyl)propyl]phenoxymethyl]-2-(2-thienyl)thiazole). Yield: 79.0%. RXN SMILES: [OH:1][C:2]1[CH:7]=[CH:6][C:5]([CH2:8][CH2:9][CH2:10][N:11]2[CH:15]=[CH:14][N:13]=[CH:12]2)=[CH:4][CH:3]=1.Cl[CH2:17][C:18]1[N:19]=[C:20]([C:23]2[S:24][CH:25]=[CH:26][CH:27]=2)[S:21][CH:22]=1>>[N:11]1([CH2:10][CH2:9][CH2:8][C:5]2[CH:6]=[CH:7][C:2]([O:1][CH2:17][C:18]3[N:19]=[C:20]([C:23]4[S:24][CH:25]=[CH:26][CH:27]=4)[S:21][CH:22]=3)=[CH:3][CH:4]=2)[CH:15]=[CH:14][N:13]=[CH:12]1. Procedure details: In substantially the same manner as in Working Example 72, 1-[3-(4-hydroxyphenyl)propyl]imidazole was allowed to react with 4-chloromethyl-2-(2-thienyl)thiazole to give 4-[4-[3-(1-imidazolyl)propyl]phenoxymethyl]-2-(2-thienyl)thiazole. The yield was 79%. Recrystallization from ethyl acetate-hexane gave colorless prisms, mp 76-77° C. Starting materials: O=C([O-])[O-], CN(C)C=O, CCOC(=O)c1n[nH]cc1C=O, Fc1ncccc1Cl, [K+], [K+]. The product is CCOC(=O)c1nn(-c2ncccc2Cl)cc1C=O. As a reaction SMILES: [C:21](=[O:22])([O-:23])[O-:24].[CH3:27][N:28]([CH3:29])[CH:30]=[O:31].[CH:1](=[O:2])[c:3]1[c:4]([C:8](=[O:9])[O:10][CH2:11][CH3:12])[n:5][nH:6][cH:7]1.[Cl:13][c:14]1[c:15]([F:20])[n:16][cH:17][cH:18][cH:19]1.[K+:25].[K+:26]>>[CH:1](=[O:2])[c:3]1[c:4]([C:8](=[O:9])[O:10][CH2:11][CH3:12])[n:5][n:6](-[c:15]2[c:14]([Cl:13])[cH:19][cH:18][cH:17][n:16]2)[cH:7]1. Reactants: CCOC(=O)c1ccc(C=Cc2cc3c(cc2Cc2ccc(C)cc2)C(C)(C)CCC3(C)C)cc1, Cc1ccc(Cc2cc3c(cc2C=O)C(C)(C)CCC3(C)C)cc1. The product is Cc1ccc(Cc2cc3c(cc2C=Cc2ccc(C(=O)O)cc2)C(C)(C)CCC3(C)C)cc1. Reaction SMILES: [CH3:25][C:26]1([CH3:59])[c:27]2[cH:28][c:29]([CH2:51][c:52]3[cH:53][cH:54][c:55]([CH3:58])[cH:56][cH:57]3)[c:30]([CH:38]=[CH:39][c:40]3[cH:41][cH:42][c:43]([C:44](=[O:45])[O:46][CH2:47][CH3:48])[cH:49][cH:50]3)[cH:31][c:32]2[C:33]([CH3:36])([CH3:37])[CH2:34][CH2:35]1.[CH:1]([c:2]1[c:3]([CH2:4][c:5]2[cH:6][cH:7][c:8]([CH3:9])[cH:10][cH:11]2)[cH:12][c:13]2[c:22]([cH:23]1)[C:19]([CH3:20])([CH3:21])[CH2:18][CH2:17][C:14]2([CH3:15])[CH3:16])=[O:24]>>[CH3:25][C:26]1([CH3:59])[c:27]2[cH:28][c:29]([CH2:51][c:52]3[cH:53][cH:54][c:55]([CH3:58])[cH:56][cH:57]3)[c:30]([CH:38]=[CH:39][c:40]3[cH:41][cH:42][c:43]([C:44](=[O:45])[OH:46])[cH:49][cH:50]3)[cH:31][c:32]2[C:33]([CH3:36])([CH3:37])[CH2:34][CH2:35]1. Starting materials: CC(CCCCCCCCCCCCCN)C (dimethylmyristylamine), C(C1=CC=CC=C1)Cl (benzyl chloride), mixture. The solvent is O (water). The product is [Cl-].CC(CCCCCCCCCCCCC[NH2+]CC1=CC=CC=C1)C (Dimethylmyristylbenzylammonium chloride). The yield is 65.0%. Reaction SMILES: [CH3:1][CH:2]([CH3:17])[CH2:3][CH2:4][CH2:5][CH2:6][CH2:7][CH2:8][CH2:9][CH2:10][CH2:11][CH2:12][CH2:13][CH2:14][CH2:15][NH2:16].[CH2:18]([Cl:25])[C:19]1[CH:24]=[CH:23][CH:22]=[CH:21][CH:20]=1>O>[Cl-:25].[CH3:1][CH:2]([CH3:17])[CH2:3][CH2:4][CH2:5][CH2:6][CH2:7][CH2:8][CH2:9][CH2:10][CH2:11][CH2:12][CH2:13][CH2:14][CH2:15][NH2+:16][CH2:18][C:19]1[CH:24]=[CH:23][CH:22]=[CH:21][CH:20]=1 |f:3.4|. Reported procedure: Dimethylmyristylbenzylammonium chloride was synthesized from dimethylmyristylamine and benzyl chloride by a conventional method and the water content of the product was adjusted to 19%. 90 Kg of the mixture (viscosity 60 RXN SMILES: [C:1]([c:2]1[cH:3][cH:4][cH:5][cH:6][cH:7]1)([c:8]1[cH:9][cH:10][cH:11][cH:12][cH:13]1)([c:14]1[cH:15][cH:16][cH:17][cH:18][cH:19]1)[NH:20][c:21]1[s:22][cH:23][c:24]([C:26]([C:27](=[O:28])[O:29][CH3:30])=[N:31][O:32][CH2:33][CH:34]=[CH2:35])[n:25]1.[CH:36]([OH:37])=[O:38].[O:39]1[CH2:40][CH2:41][CH2:42][CH2:43]1>>[NH2:20][c:21]1[s:22][cH:23][c:24]([C:26]([C:27](=[O:28])[O:29][CH3:30])=[N:31][O:32][CH2:33][CH:34]=[CH2:35])[n:25]1. Product: C=CCON=C(C(=O)OC)c1csc(N)n1. Reactants: C=CCON=C(C(=O)OC)c1csc(NC(c2ccccc2)(c2ccccc2)c2ccccc2)n1, O=CO, C1CCOC1.